This data is from the Open Reaction Database (ORD), a public repository of structured organic reaction records. The task is: describe an organic reaction: reactants, conditions, products, and yield The reactants are C(CCC)[Li] (n-butyllithium), BrC1=NC=CC=C1 (2-bromopyridine), C(C1=CC=CC=C1)N([C@H](C=O)CC1=CC=CC=C1)CC1=CC=CC=C1 (2-(S)-dibenzylamino-3-phenyl-propionaldehyde). The solvent is C1CCOC1 (THF), C1CCOC1 (THF). Conditions: temperature -78 celsius. Yields the product C(C1=CC=CC=C1)N([C@H]([C@H](O)C1=NC=CC=C1)CC1=CC=CC=C1)CC1=CC=CC=C1 (2-(S)-Dibenzylamino-3-phenyl-1-pyridin-2-yl-propan-1-(S)-ol). Reaction SMILES: Br[C:2]1[CH:7]=[CH:6][CH:5]=[CH:4][N:3]=1.C([Li])CCC.[CH2:13]([N:20]([CH2:31][C:32]1[CH:37]=[CH:36][CH:35]=[CH:34][CH:33]=1)[C@@H:21]([CH2:24][C:25]1[CH:30]=[CH:29][CH:28]=[CH:27][CH:26]=1)[CH:22]=[O:23])[C:14]1[CH:19]=[CH:18][CH:17]=[CH:16][CH:15]=1>C1COCC1>[CH2:31]([N:20]([CH2:13][C:14]1[CH:15]=[CH:16][CH:17]=[CH:18][CH:19]=1)[C@@H:21]([CH2:24][C:25]1[CH:26]=[CH:27][CH:28]=[CH:29][CH:30]=1)[C@@H:22]([C:2]1[CH:7]=[CH:6][CH:5]=[CH:4][N:3]=1)[OH:23])[C:32]1[CH:33]=[CH:34][CH:35]=[CH:36][CH:37]=1. Procedure details: Dissolve 2-bromopyridine (2.73 mL, 28.63 mmol) in THF (150 mL) and cool to −78° C. Add n-butyllithium (12.0 mL, 2.5 M in hexanes). Slowly add 2-(S)-dibenzylamino-3-phenyl-propionaldehyde (4.71 g, 14.31 mmol) in THF (15 mL) and stir 30 min. Quench reaction with saturated aqueous ammonium chloride. Remove cold bath and warm to room temperature. Wash organic layer twice with 5% aqueous citric acid, saturated aqueous sodium chloride, dry (magnesium sulfate), concentrate and purify (silica gel chroma... Reactants: CNCc1nc(CSCCN)cs1, ClC(Cl)Cl, O. Yields the product CN(C)Cc1nc(CSCCN)cs1. RXN SMILES: [CH3:1][NH:2][CH2:3][c:4]1[s:5][cH:6][c:7]([CH2:9][S:10][CH2:11][CH2:12][NH2:13])[n:8]1.[CH:14]([Cl:15])([Cl:16])[Cl:17].[OH2:18]>>[CH3:1][N:2]([CH2:3][c:4]1[s:5][cH:6][c:7]([CH2:9][S:10][CH2:11][CH2:12][NH2:13])[n:8]1)[CH3:14].